From a dataset of the Open Reaction Database (ORD), a public repository of structured organic reaction records. describe an organic reaction: reactants, conditions, products, and yield The reactants are CC(=O)O, [Fe], COc1cc(Cc2cnc(N)nc2N)cc(-c2cccc(NS(=O)(=O)c3ccc([N+](=O)[O-])cc3)c2)c1OC, [Na+], [OH-]. Product: COc1cc(Cc2cnc(N)nc2N)cc(-c2cccc(NS(=O)(=O)c3ccc(N)cc3)c2)c1OC. As a reaction SMILES: [CH3:41][C:42](=[O:43])[OH:44].[Fe:45].[N+:1]([O-:2])(=[O:3])[c:4]1[cH:5][cH:6][c:7]([S:10](=[O:11])(=[O:12])[NH:13][c:14]2[cH:15][c:16](-[c:20]3[cH:21][c:22]([CH2:30][c:31]4[c:32]([NH2:38])[n:33][c:34]([NH2:37])[n:35][cH:36]4)[cH:23][c:24]([O:28][CH3:29])[c:25]3[O:26][CH3:27])[cH:17][cH:18][cH:19]2)[cH:8][cH:9]1.[Na+:40].[OH-:39]>>[NH2:1][c:4]1[cH:5][cH:6][c:7]([S:10](=[O:11])(=[O:12])[NH:13][c:14]2[cH:15][c:16](-[c:20]3[cH:21][c:22]([CH2:30][c:31]4[c:32]([NH2:38])[n:33][c:34]([NH2:37])[n:35][cH:36]4)[cH:23][c:24]([O:28][CH3:29])[c:25]3[O:26][CH3:27])[cH:17][cH:18][cH:19]2)[cH:8][cH:9]1. Reactants: CCOC(C)=O, O=C(Cl)Oc1ccc([N+](=O)[O-])cc1, Nc1nccs1, c1ccncc1. Product: O=C(Nc1nccs1)Oc1ccc([N+](=O)[O-])cc1. As a reaction SMILES: [CH3:26][CH2:27][O:28][C:29](=[O:30])[CH3:31].[Cl:1][C:2](=[O:3])[O:4][c:5]1[cH:6][cH:7][c:8]([N+:11](=[O:12])[O-:13])[cH:9][cH:10]1.[NH2:14][c:15]1[s:16][cH:17][cH:18][n:19]1.[cH:20]1[cH:21][cH:22][n:23][cH:24][cH:25]1>>[C:2](=[O:3])([O:4][c:5]1[cH:6][cH:7][c:8]([N+:11](=[O:12])[O-:13])[cH:9][cH:10]1)[NH:14][c:15]1[s:16][cH:17][cH:18][n:19]1. Starting materials: Nc1snc(-c2ccccc2)c1Br, CC#N, Cl[Cu]Cl, Cl, CC(C)(C)ON=O. Product: Clc1snc(-c2ccccc2)c1Br. Reaction SMILES: [Br:8][c:9]1[c:10](-[c:15]2[cH:16][cH:17][cH:18][cH:19][cH:20]2)[n:11][s:12][c:13]1[NH2:14].[CH3:22][C:23]#[N:24].[Cl:25][Cu:26][Cl:27].[ClH:21].[N:1]([O:2][C:3]([CH3:4])([CH3:5])[CH3:6])=[O:7]>>[Br:8][c:9]1[c:10](-[c:15]2[cH:16][cH:17][cH:18][cH:19][cH:20]2)[n:11][s:12][c:13]1[Cl:21]. The reactants are Clc1ccnc2ccc(Br)cc12, O=C([O-])[O-], CN1CCNCC1, CN(C)C=O, CCOC(C)=O, [K+], [K+], O. The product is CN1CCN(c2ccnc3ccc(Br)cc23)CC1. RXN SMILES: [Br:1][c:2]1[cH:3][c:4]2[c:5]([Cl:12])[cH:6][cH:7][n:8][c:9]2[cH:10][cH:11]1.[C:20](=[O:21])([O-:22])[O-:23].[CH3:13][N:14]1[CH2:15][CH2:16][NH:17][CH2:18][CH2:19]1.[CH3:26][N:27]([CH3:28])[CH:29]=[O:30].[CH3:32][CH2:33][O:34][C:35](=[O:36])[CH3:37].[K+:24].[K+:25].[OH2:31]>>[Br:1][c:2]1[cH:3][c:4]2[c:5]([N:17]3[CH2:16][CH2:15][N:14]([CH3:13])[CH2:19][CH2:18]3)[cH:6][cH:7][n:8][c:9]2[cH:10][cH:11]1. Solvent: C(C)N(CC)CC (triethylamine). Reagents/catalysts: [Pd](Cl)Cl.C1(=CC=CC=C1)P(C1=CC=CC=C1)C1=CC=CC=C1.C1(=CC=CC=C1)P(C1=CC=CC=C1)C1=CC=CC=C1 (bis (triphenylphosphine) palladium (II) chloride). As a reaction SMILES: [CH3:1][C:2]1([CH3:17])[CH2:11][C:10]([CH3:13])([CH3:12])[C:9]2[C:4](=[CH:5][C:6]([CH3:16])=[C:7]([C:14]#[CH:15])[CH:8]=2)[O:3]1.Cl[C:19]1[CH:29]=[CH:28][C:22]([C:23]([O:25][CH2:26][CH3:27])=[O:24])=[CH:21][N:20]=1>C(N(CC)CC)C.[Pd](Cl)Cl.C1(P(C2C=CC=CC=2)C2C=CC=CC=2)C=CC=CC=1.C1(P(C2C=CC=CC=2)C2C=CC=CC=2)C=CC=CC=1>[CH2:26]([O:25][C:23](=[O:24])[C:22]1[CH:28]=[CH:29][C:19]([C:15]#[C:14][C:7]2[CH:8]=[C:9]3[C:4](=[CH:5][C:6]=2[CH3:16])[O:3][C:2]([CH3:17])([CH3:1])[CH2:11][C:10]3([CH3:12])[CH3:13])=[N:20][CH:21]=1)[CH3:27] |f:3.4.5|. Reaction conditions: temperature 60 celsius, time 72 hour. Starting materials: CC1(OC2=CC(=C(C=C2C(C1)(C)C)C#C)C)C (2,2,4,4,7-pentamethyl-6-ethynyl-chroman), CC1(OC2=CC(=C(C=C2C(C1)(C)C)C#C)C)C (2,2,4,4,7-pentamethyl-6-ethynyl-chroman), ClC1=NC=C(C(=O)OCC)C=C1 (ethyl 6-chloro-nicotinate), ClC1=NC=C(C(=O)OCC)C=C1 (ethyl 6-chloro-nicotinate), cuprous iodide. Reported procedure: A solution of 300 mg (1.316 mmol) of 2,2,4,4,7-pentamethyl-6-ethynyl-chroman (Compound 48) and 245.6 mg (1.3276 mmol) of ethyl 6-chloro-nicotinate (Compound 29) in 2 ml of triethylamine was placed in a pressure tube and a stream of nitrogen was bubbled through the solution for 15 min. The tube was then flushed with argon and a finely ground mixture of 100 mg (0.1425 mmol) of bis (triphenylphosphine) palladium (II) chloride and 50 mg (0.2625 mmol) of cuprous iodide was added to the solution. The ... The product is C(C)OC(C1=CN=C(C=C1)C#CC=1C=C2C(CC(OC2=CC1C)(C)C)(C)C)=O (Ethyl-6-[(2,2,4,4,7-pentamethyl-6-chromanyl)-ethynyl]nicotinate). Reactants: ClC=1C=C(C(=O)OC)C=C(N1)C (methyl 2-chloro-6-methylisonicotinate), C(C(C)C)(=O)N (isobutyramide), Carboxylic acid-4. Yields the product C(C(C)C)(=O)NC=1C=C(C(=O)OC)C=C(N1)C (methyl 2-isobutyramido-6-methylisonicotinate). RXN SMILES: Cl[C:2]1[CH:3]=[C:4]([CH:9]=[C:10]([CH3:12])[N:11]=1)[C:5]([O:7][CH3:8])=[O:6].[C:13]([NH2:18])(=[O:17])[CH:14]([CH3:16])[CH3:15]>>[C:13]([NH:18][C:2]1[CH:3]=[C:4]([CH:9]=[C:10]([CH3:12])[N:11]=1)[C:5]([O:7][CH3:8])=[O:6])(=[O:17])[CH:14]([CH3:16])[CH3:15]. Reported procedure: The title compound is prepared in quantitative yield (1.27 g, yellow syrup) from methyl 2-chloro-6-methylisonicotinate (1.00 g, 5.39 mmol) and isobutyramide by the similar manner in Step-1 of Carboxylic acid-4. Reactants: [Si](C)(C)(C)OS(=O)(=O)C(F)(F)F (TMS-triflate), C(C)(=O)O[C@H]1[C@H](OC(C)=O)[C@H](OC(C)=O)[C@H](O1)COC(C)=O (1,2,3,5-tetra-O-acetyl-β-D-ribofuranose), silylated 5-azacytosine, C[O-].[Na+] (sodium methoxide), CO (methanol), N1C(=O)N=C(N)N=C1 (5-azacytosine), C[Si](C)(C)N[Si](C)(C)C (HMDS), C([O-])(O)=O.[Na+] (sodium bicarbonate). Run in C(C)#N (acetonitrile), C(C)#N (acetonitrile). Conditions: temperature 2.5 celsius, time 20 hour. Yields the product [C@@H]1([C@H](O)[C@H](O)[C@@H](CO)O1)N1C(=O)N=C(N)N=C1 (5-Azacytidine). RXN SMILES: [NH:1]1[CH:8]=[N:7][C:5]([NH2:6])=[N:4][C:2]1=[O:3].C[Si](N[Si](C)(C)C)(C)C.[Si](OS(C(F)(F)F)(=O)=O)(C)(C)C.C(O[C@@H:34]1[O:46][C@H:45]([CH2:47][O:48]C(=O)C)[C@@H:40]([O:41]C(=O)C)[C@H:35]1[O:36]C(=O)C)(=O)C.C(=O)(O)[O-].[Na+].C[O-].[Na+].CO>C(#N)C>[C@@H:34]1([N:1]2[CH:8]=[N:7][C:5]([NH2:6])=[N:4][C:2]2=[O:3])[O:46][C@H:45]([CH2:47][OH:48])[C@@H:40]([OH:41])[C@H:35]1[OH:36] |f:4.5,6.7|. Reported procedure: A mixture of 5-azacytosine (5.0 g, 44.6 mol), HMDS (6.3 mL, 29.8 mol), and TMSC1 (6 mL, 47.3 mmol) in acetonitrile (78 mL) was heated to reflux for 20 hours under an inert atmosphere. TMS-triflate (9 mL, 50 mmol) and 1,2,3,5-tetra-O-acetyl-β-D-ribofuranose (14.2 g, 44.6 mmol were added directly to the silylated 5-azacytosine in acetonitrile. The addition was performed at ambient temperature and under an inert atmosphere. The reaction mixture was maintained under stirring for 20 hours, then poure...